This data is from the Open Reaction Database (ORD), a public repository of structured organic reaction records. The task is: describe an organic reaction: reactants, conditions, products, and yield RXN SMILES: [CH3:32][S:33]([Cl:34])(=[O:35])=[O:36].[CH3:43][CH2:44][O:45][C:46]([CH3:47])=[O:48].[NH2:1][c:2]1[cH:3][cH:4][c:5]([C:6](=[O:7])[N:8]([CH3:9])[c:10]2[c:11]([O:28][CH3:29])[c:12]([C:24]([CH3:25])([CH3:26])[CH3:27])[cH:13][c:14](-[c:16]3[c:17]([O:22][CH3:23])[n:18][cH:19][cH:20][cH:21]3)[cH:15]2)[cH:30][cH:31]1.[cH:37]1[cH:38][cH:39][n:40][cH:41][cH:42]1>>[NH:1]([c:2]1[cH:3][cH:4][c:5]([C:6](=[O:7])[N:8]([CH3:9])[c:10]2[c:11]([O:28][CH3:29])[c:12]([C:24]([CH3:25])([CH3:26])[CH3:27])[cH:13][c:14](-[c:16]3[c:17]([O:22][CH3:23])[n:18][cH:19][cH:20][cH:21]3)[cH:15]2)[cH:30][cH:31]1)[S:33]([CH3:32])(=[O:35])=[O:36]. Product: COc1ncccc1-c1cc(N(C)C(=O)c2ccc(NS(C)(=O)=O)cc2)c(OC)c(C(C)(C)C)c1. Reactants: CS(=O)(=O)Cl, CCOC(C)=O, COc1ncccc1-c1cc(N(C)C(=O)c2ccc(N)cc2)c(OC)c(C(C)(C)C)c1, c1ccncc1. Reactants: O=C([O-])[O-], CC(C)NCc1ccccc1, Clc1cncc(Cl)n1, [K+], [K+], O. Product: CC(C)N(Cc1ccccc1)c1cncc(Cl)n1. RXN SMILES: [C:20](=[O:21])([O-:22])[O-:23].[CH2:9]([c:10]1[cH:11][cH:12][cH:13][cH:14][cH:15]1)[NH:16][CH:17]([CH3:18])[CH3:19].[Cl:1][c:2]1[n:3][c:4]([Cl:8])[cH:5][n:6][cH:7]1.[K+:24].[K+:25].[OH2:26]>>[c:2]1([N:16]([CH2:9][c:10]2[cH:11][cH:12][cH:13][cH:14][cH:15]2)[CH:17]([CH3:18])[CH3:19])[n:3][c:4]([Cl:8])[cH:5][n:6][cH:7]1. Starting materials: CC(C)(C)OC(=O)N1CCN(C(=O)c2cccc3ccccc23)CC1CCO, ClCc1cccnc1, [H-], [Na+]. The product is CC(C)(C)OC(=O)N1CCN(C(=O)c2cccc3ccccc23)CC1CCOCc1cccnc1. As a reaction SMILES: [C:1]([CH3:2])([CH3:3])([CH3:4])[O:5][C:6](=[O:7])[N:8]1[CH:9]([CH2:26][CH2:27][OH:28])[CH2:10][N:11]([C:14](=[O:15])[c:16]2[cH:17][cH:18][cH:19][c:20]3[cH:21][cH:22][cH:23][cH:24][c:25]23)[CH2:12][CH2:13]1.[Cl:31][CH2:32][c:33]1[cH:34][n:35][cH:36][cH:37][cH:38]1.[H-:29].[Na+:30]>>[C:1]([CH3:2])([CH3:3])([CH3:4])[O:5][C:6](=[O:7])[N:8]1[CH:9]([CH2:26][CH2:27][O:28][CH2:32][c:33]2[cH:34][n:35][cH:36][cH:37][cH:38]2)[CH2:10][N:11]([C:14](=[O:15])[c:16]2[cH:17][cH:18][cH:19][c:20]3[cH:21][cH:22][cH:23][cH:24][c:25]23)[CH2:12][CH2:13]1.